describe an organic reaction: reactants, conditions, products, and yield From a dataset of the Open Reaction Database (ORD), a public repository of structured organic reaction records. The reactants are O=C[C@H](O)[C@@H](O)[C@H](O)[C@H](O)CO (D-glucose), NCC(=O)O (glycine). Reagents/catalysts: [Ni] (Raney nickel). The solvent is O (water), CO (methanol), O (water), CO (methanol). Yields the product OC(CNCC(=O)O)C(C(C(CO)O)O)O (N-(2,3,4,5,6-pentahydroxy-hexyl)-glycine). Isolated yield 73.2%. Reaction SMILES: O=[CH:2][C@@H:3]([C@H:5]([C@@H:7]([C@@H:9]([CH2:11][OH:12])[OH:10])[OH:8])[OH:6])[OH:4].[NH2:13][CH2:14][C:15]([OH:17])=[O:16]>O.CO.[Ni]>[OH:4][CH:3]([CH:5]([OH:6])[CH:7]([OH:8])[CH:9]([OH:10])[CH2:11][OH:12])[CH2:2][NH:13][CH2:14][C:15]([OH:17])=[O:16]. Reported procedure: A solution of 39.6 gm of D-glucose in 200 ml of water and 150 ml of methanol was added to a solution of 15 gm (0.2 mol) of glycine in 200 ml of water and 100 ml of methanol in an autoclave. Then, after the addition of 18.0 gm of Raney nickel, a hydrogenation was carried out in the autoclave with stirring at a pressure of 180 to 200 kg/cm2. The autoclave was heated in a progressive manner first for 2 hours to 50° C., subsequently for 2 hours to 70° C. and finally for 2 hours to 90° C. After separ... The product is COC(=O)C(=O)CCC1(NS(=O)C(C)(C)C)CCN(C(=O)N(C)C(C)c2cc(C(F)(F)F)cc(C(F)(F)F)c2)C(c2ccc(F)cc2C)C1. Starting materials: CC(=O)O, CC#N, [Cs+], [F-], COC(=O)C(=CCC1(NS(=O)C(C)(C)C)CCN(C(=O)N(C)C(C)c2cc(C(F)(F)F)cc(C(F)(F)F)c2)C(c2ccc(F)cc2C)C1)O[Si](C)(C)C(C)(C)C, [Na+], O=C([O-])O. Reaction SMILES: [CH3:57][C:58](=[O:59])[OH:60].[CH3:68][C:69]#[N:70].[Cs+:62].[F-:61].[F:1][C:2]([c:3]1[cH:4][c:5]([CH:13]([CH3:14])[N:15]([C:16](=[O:17])[N:18]2[CH:19]([c:46]3[c:47]([CH3:53])[cH:48][c:49]([F:52])[cH:50][cH:51]3)[CH2:20][C:21]([NH:24][S:25](=[O:26])[C:27]([CH3:28])([CH3:29])[CH3:30])([CH2:31][CH:32]=[C:33]([C:34](=[O:35])[O:36][CH3:37])[O:38][Si:39]([C:40]([CH3:41])([CH3:42])[CH3:43])([CH3:44])[CH3:45])[CH2:22][CH2:23]2)[CH3:54])[cH:6][c:7]([C:9]([F:10])([F:11])[F:12])[cH:8]1)([F:55])[F:56].[Na+:67].[O-:63][C:64]([OH:65])=[O:66]>>[F:1][C:2]([c:3]1[cH:4][c:5]([CH:13]([CH3:14])[N:15]([C:16](=[O:17])[N:18]2[CH:19]([c:46]3[c:47]([CH3:53])[cH:48][c:49]([F:52])[cH:50][cH:51]3)[CH2:20][C:21]([NH:24][S:25](=[O:26])[C:27]([CH3:28])([CH3:29])[CH3:30])([CH2:31][CH2:32][C:33]([C:34](=[O:35])[O:36][CH3:37])=[O:38])[CH2:22][CH2:23]2)[CH3:54])[cH:6][c:7]([C:9]([F:10])([F:11])[F:12])[cH:8]1)([F:55])[F:56]. The reactants are C1(CCCCC1)N(C(NC=1SC(=CN1)SCC(=O)O)=O)CCC1=CC=CC=C1 ([2-(3-cyclohexyl-3-phenethyl-ureido)-thiazol-5-ylsulfanyl]-acetic acid), COC[C@@H]1CC[C@H](CC1)N (trans-4-methoxymethyl-cyclohexylamine), C(CC(C)C)=O (isovaleraldehyde), C(C)OC(CSC1=CN=C(S1)N)=O ((2-amino-thiazol-5-ylsulfanyl)-acetic acid ethyl ester). The product is COC[C@@H]1CC[C@H](CC1)N(C(NC=1SC(=CN1)SCC(=O)O)=O)CCC(C)C ({2-[3-(trans-4-Methoxymethyl-cyclohexyl)-3-(3-methyl-butyl)-ureido]-thiazol-5-ylsulfanyl}-acetic acid). Reaction SMILES: [CH:1]1([N:7]([CH2:21][CH2:22][C:23]2[CH:28]=CC=C[CH:24]=2)[C:8](=[O:20])[NH:9][C:10]2[S:11][C:12]([S:15][CH2:16][C:17]([OH:19])=[O:18])=[CH:13][N:14]=2)[CH2:6][CH2:5][CH2:4][CH2:3][CH2:2]1.[CH3:29][O:30][CH2:31][C@H]1CC[C@H](N)CC1.C(=O)CC(C)C.C(OC(=O)CSC1SC(N)=NC=1)C>>[CH3:29][O:30][CH2:31][C@H:4]1[CH2:5][CH2:6][C@H:1]([N:7]([CH2:21][CH2:22][CH:23]([CH3:28])[CH3:24])[C:8](=[O:20])[NH:9][C:10]2[S:11][C:12]([S:15][CH2:16][C:17]([OH:19])=[O:18])=[CH:13][N:14]=2)[CH2:2][CH2:3]1. Procedure details: {2-[3-(trans-4-Methoxymethyl-cyclohexyl)-3-(3-methyl-butyl)-ureido]-thiazol-5-ylsulfanyl}-acetic acid was prepared as described for the synthesis of [2-(3-cyclohexyl-3-phenethyl-ureido)-thiazol-5-ylsulfanyl]-acetic acid using, trans-4-methoxymethyl-cyclohexylamine, isovaleraldehyde and (2-amino-thiazol-5-ylsulfanyl)-acetic acid ethyl ester. Starting materials: BrC1=C(C=C(C(=C1)C)F)O (2-bromo-5-fluoro-4-methyl-phenol), BrCC1CC1 (bromomethyl-cyclopropane). Yields the product BrC1=C(C=C(C(=C1)C)F)OCC1CC1 (1-Bromo-2-cyclopropylmethoxy-4-fluoro-5-methyl-benzene). As a reaction SMILES: [Br:1][C:2]1[CH:7]=[C:6]([CH3:8])[C:5]([F:9])=[CH:4][C:3]=1[OH:10].Br[CH2:12][CH:13]1[CH2:15][CH2:14]1>>[Br:1][C:2]1[CH:7]=[C:6]([CH3:8])[C:5]([F:9])=[CH:4][C:3]=1[O:10][CH2:12][CH:13]1[CH2:15][CH2:14]1. Procedure: Starting from 2-bromo-5-fluoro-4-methyl-phenol (example B.a3) and commercially available bromomethyl-cyclopropane the title compound is obtained as colorless oil after distillation at 5×10−3 mbar. The reactants are [H-].[Na+] (Sodium hydride), CCS (thioethanol), O1CCCC1 (tetrahydrofuran), C(C)OP(OCC)(=O)CCl (diethylchloromethylphosphonate), O1CCCC1 (tetrahydrofuran). Reagents/catalysts: [I-].[K+] (potassium iodide). Run at temperature 80 celsius, time 0.5 hour. Yields the product OCCSCP(OCC)(OCC)=O (Diethyl 2-hydroxyethylthiomethylphosphonate). The yield is 79.0%. As a reaction SMILES: [H-].[Na+].[CH3:3][CH2:4][SH:5].[CH2:6]([O:8][P:9]([CH2:14]Cl)(=[O:13])[O:10][CH2:11][CH3:12])[CH3:7].[O:16]1CCCC1>[I-].[K+]>[OH:16][CH2:3][CH2:4][S:5][CH2:14][P:9](=[O:13])([O:10][CH2:11][CH3:12])[O:8][CH2:6][CH3:7] |f:0.1,5.6|. Procedure details: Sodium hydride (1.5g, 80%, 50 mmol) was added in portions to a stirred solution of thioethanol (3.9 g, 50 mmol) in dry tetrahydrofuran (50 ml) at room temperature. The mixture was stirred for 0.5 hours then freshly ground and dried potassium iodide (0.5 g, 3.0 mmol) was added, followed by diethylchloromethylphosphonate (9.3 g, 50 mmol) in dry tetrahydrofuran (25 ml) over 5 minutes (exothermic reaction, temperature rose to 50° C.). The reaction mixture was then stirred and heated at 80° C. for 18...